Dataset: the Open Reaction Database (ORD), a public repository of structured organic reaction records. Task: describe an organic reaction: reactants, conditions, products, and yield Reactants: BrC1=CC(=C(C=C1)C(=O)N1CCN(CC1)C1=NC=C(C=C1C)C1CC1)F ((4-bromo-2-fluorophenyl)[4-(5-cyclopropyl-3-methylpyridin-2-yl)piperazin-1-yl]methanone), C1(CC1)C=1C=C(C(=NC1)N1CCN(CC1)C(=O)C1=C(C=C(C=C1)N1C(N(CC1C)CC1=CC=C(C=C1)OC)=O)F)C (3-{4-[4-(5-cyclopropyl-3-methylpyridin-2-yl)piperazine-1-carbonyl]-3-fluorophenyl}-1-(4-methoxybenzyl)-4-methylimidazolidin-2-one), COC1=CC=C(CN2C(NC(C2)C)=O)C=C1 (1-(4-methoxybenzyl)-4-methylimidazolidin-2-one). The product is C1(CC1)C=1C=C(C(=NC1)N1CCN(CC1)C(=O)C1=C(C=C(C=C1)N1C(NCC1C)=O)F)C (1-{4-[4-(5-cyclopropyl-3-methylpyridin-2-yl)piperazine-1-carbonyl]-3-fluorophenyl}-5-methylimidazolidin-2-one). RXN SMILES: BrC1C=CC(C(N2CCN(C3C(C)=CC(C4CC4)=CN=3)CC2)=O)=C(F)C=1.COC1C=CC(CN2CC(C)NC2=O)=CC=1.[CH:43]1([C:46]2[CH:47]=[C:48]([CH3:83])[C:49]([N:52]3[CH2:57][CH2:56][N:55]([C:58]([C:60]4[CH:65]=[CH:64][C:63]([N:66]5[CH:70]([CH3:71])[CH2:69][N:68](CC6C=CC(OC)=CC=6)[C:67]5=[O:81])=[CH:62][C:61]=4[F:82])=[O:59])[CH2:54][CH2:53]3)=[N:50][CH:51]=2)[CH2:45][CH2:44]1>>[CH:43]1([C:46]2[CH:47]=[C:48]([CH3:83])[C:49]([N:52]3[CH2:53][CH2:54][N:55]([C:58]([C:60]4[CH:65]=[CH:64][C:63]([N:66]5[CH:70]([CH3:71])[CH2:69][NH:68][C:67]5=[O:81])=[CH:62][C:61]=4[F:82])=[O:59])[CH2:56][CH2:57]3)=[N:50][CH:51]=2)[CH2:44][CH2:45]1. Procedure: Using (4-bromo-2-fluorophenyl)[4-(5-cyclopropyl-3-methylpyridin-2-yl)piperazin-1-yl]methanone (167 mg) described in Preparation Example 121 and 1-(4-methoxybenzyl)-4-methylimidazolidin-2-one (106 mg) described in Preparation Example 52 and by the reaction and treatment in the same manner as in Example 506, the title compound (109 mg) was obtained via 3-{4-[4-(5-cyclopropyl-3-methylpyridin-2-yl)piperazine-1-carbonyl]-3-fluorophenyl}-1-(4-methoxybenzyl)-4-methylimidazolidin-2-one. The reactants are ClC1=C(C(=O)OC)C=CC=N1 (methyl 2-chloronicotinate), C1CCOC1 (THF), C(C)O (ethanol), [BH4-].[Na+] (sodium borohydride). Run in O (water). Reaction conditions: time 8 hour. Yields the product ClC1=NC=CC=C1CO ((2-chloropyridin-3-yl)methanol). The yield is 77.0%. Reaction SMILES: [Cl:1][C:2]1[N:11]=[CH:10][CH:9]=[CH:8][C:3]=1[C:4](OC)=[O:5].C1COCC1.C(O)C.[BH4-].[Na+]>O>[Cl:1][C:2]1[C:3]([CH2:4][OH:5])=[CH:8][CH:9]=[CH:10][N:11]=1 |f:3.4|. Procedure: To a mixture of methyl 2-chloronicotinate (5 g), dehydrated THF (30 mL) and ethanol (30 mL) was added sodium borohydride (4.41 g) at 0° C. The reaction mixture was stirred at room temperature overnight, poured into water, and the mixture was extracted with ethyl acetate. The organic layer was washed with saturated brine, dried over anhydrous magnesium sulfate, and concentrated under reduced pressure. The residue was purified by silica gel column chromatography (ethyl acetate/hexane) to give the ... Reactants: IC=1C(=C(C=C(C=O)C1)OC)O (5-iodovanilline), C([O-])([O-])=O.[Cs+].[Cs+] (cesium carbonate), BrCC(=O)OCC (ethyl bromoacetate). Solvent: CC(=O)C (acetone), CC(=O)C (acetone). Conditions: time 1 hour. Product: IC1=C(OCC(=O)OCC)C(=CC(=C1)C=O)OC (Ethyl 2-(2-iodo-4-formyl-6-methoxyphenoxy)acetate). Yield: 48.8%. As a reaction SMILES: [I:1][C:2]1[C:3]([OH:12])=[C:4]([O:10][CH3:11])[CH:5]=[C:6]([CH:9]=1)[CH:7]=[O:8].C(=O)([O-])[O-].[Cs+].[Cs+].Br[CH2:20][C:21]([O:23][CH2:24][CH3:25])=[O:22]>CC(C)=O>[I:1][C:2]1[CH:9]=[C:6]([CH:7]=[O:8])[CH:5]=[C:4]([O:10][CH3:11])[C:3]=1[O:12][CH2:20][C:21]([O:23][CH2:24][CH3:25])=[O:22] |f:1.2.3|. Procedure details: To a solution of 5-iodovanilline (502 mg, 1.8 mmol) in acetone (25 mL) was added cesium carbonate (766 mg, 2.35 mmol), followed by ethyl bromoacetate (0.30 mL, 2.7 mmol). The mixture was refluxed in acetone under stirring for 1 hour. After evaporation of acetone under reduced pressure, 100 mL of water were added and the mixture was extracted with dichloromethane (200 mL). The organic phase was washed with brine (100 mL), dried over magnesium sulfate and concentrated under vacuum. The residue was... Starting materials: Cc1nnc(C(F)(C2Cc3[nH]c4ccc(Cl)cc4c3C2)S(=O)(=O)c2cccc(Br)c2)o1, C#C[Si](C)(C)C, CCN(C(C)C)C(C)C, [Cu]I, [Na+], CN(C)C=O, [OH-], c1ccc(P(c2ccccc2)(c2ccccc2)[Pd](P(c2ccccc2)(c2ccccc2)c2ccccc2)(P(c2ccccc2)(c2ccccc2)c2ccccc2)P(c2ccccc2)(c2ccccc2)c2ccccc2)cc1. Yields the product C#Cc1cccc(S(=O)(=O)C(F)(c2nnc(C)o2)C2Cc3[nH]c4ccc(Cl)cc4c3C2)c1. RXN SMILES: [Br:1][c:2]1[cH:3][c:4]([S:8](=[O:9])(=[O:10])[C:11]([CH:12]2[CH2:13][c:14]3[c:15]([nH:16][c:17]4[cH:18][cH:19][c:20]([Cl:23])[cH:21][c:22]34)[CH2:24]2)([c:25]2[o:26][c:27]([CH3:30])[n:28][n:29]2)[F:31])[cH:5][cH:6][cH:7]1.[C:41]([Si:42]([CH3:43])([CH3:44])[CH3:45])#[CH:46].[CH:32]([CH3:33])([N:34]([CH2:35][CH3:36])[CH:37]([CH3:38])[CH3:39])[CH3:40].[Cu:54][I:55].[Na+:48].[O:49]=[CH:50][N:51]([CH3:52])[CH3:53].[OH-:47].[cH:56]1[cH:57][cH:58][c:59]([P:60]([Pd:61]([P:62]([c:63]2[cH:64][cH:65][cH:66][cH:67][cH:68]2)([c:69]2[cH:70][cH:71][cH:72][cH:73][cH:74]2)[c:75]2[cH:76][cH:77][cH:78][cH:79][cH:80]2)([P:81]([c:82]2[cH:83][cH:84][cH:85][cH:86][cH:87]2)([c:88]2[cH:89][cH:90][cH:91][cH:92][cH:93]2)[c:94]2[cH:95][cH:96][cH:97][cH:98][cH:99]2)[P:100]([c:101]2[cH:102][cH:103][cH:104][cH:105][cH:106]2)([c:107]2[cH:108][cH:109][cH:110][cH:111][cH:112]2)[c:113]2[cH:114][cH:115][cH:116][cH:117][cH:118]2)([c:119]2[cH:120][cH:121][cH:122][cH:123][cH:124]2)[c:125]2[cH:126][cH:127][cH:128][cH:129][cH:130]2)[cH:131][cH:132]1>>[c:2]1([C:32]#[CH:33])[cH:3][c:4]([S:8](=[O:9])(=[O:10])[C:11]([CH:12]2[CH2:13][c:14]3[c:15]([nH:16][c:17]4[cH:18][cH:19][c:20]([Cl:23])[cH:21][c:22]34)[CH2:24]2)([c:25]2[o:26][c:27]([CH3:30])[n:28][n:29]2)[F:31])[cH:5][cH:6][cH:7]1. Starting materials: N(=NC(C#N)(C)C)C(C#N)(C)C (azo-bis-isobutyronitrile), C(C1=CC=CC=C1)(=O)NC=1C=2N=CN([C@H]3C[C@H](OC(=S)OC4=CC=CC=C4)[C@@H](CO[Si](C)(C)C(C)(C)C)O3)C2N=CN1 (N6 -Benzoyl-5'-O-tert-butyldimethylsilyl-2'-deoxy-3'-O-phenoxythiocarbonyladenosine), C(C)OC(\C=C/[Sn](CCCC)(CCCC)CCCC)=O (cis-ethyl-3-tributylstannyl-2-propenoate), C[Sn](C)C.C[Sn](C)C (hexamethylditin). Solvent: C1(=CC=CC=C1)C (toluene). Run at temperature 87 celsius, time 12 hour. Product: N6 -Benzoyl-5'-O-tert-butyldimethylsilyl-2,'3'-dideoxy-3'-ethylacrylyladenosine, C(C1=CC=CC=C1)(=O)NC=1C=2N=CN([C@H]3C[C@@H]([C@@H](CO[Si](C)(C)C(C)(C)C)O3)C(C=CCC)=O)C2N=CN1 (N6 -Benzoyl-5'-O-tert-butyldimethylsilyl-2',3'-dideoxy-3'-ethylacrylyladenosine). Yield: 44.3%. RXN SMILES: [C:1]([NH:9][C:10]1[C:11]2[N:12]=[CH:13][N:14]([C:39]=2[N:40]=[CH:41][N:42]=1)[C@@H:15]1[O:38][C@H:28]([CH2:29][O:30][Si:31]([C:34]([CH3:37])([CH3:36])[CH3:35])([CH3:33])[CH3:32])[C@@H:17](OC(OC2C=CC=CC=2)=S)[CH2:16]1)(=[O:8])[C:2]1[CH:7]=[CH:6][CH:5]=[CH:4][CH:3]=1.[CH2:43]([O:45]C(=O)/C=C\[Sn](CCCC)(CCCC)CCCC)[CH3:44].C[Sn](C)C.C[Sn](C)C.N([C:78]([CH3:82])([CH3:81])C#N)=NC(C)(C)C#N>C1(C)C=CC=CC=1>[C:1]([NH:9][C:10]1[C:11]2[N:12]=[CH:13][N:14]([C:39]=2[N:40]=[CH:41][N:42]=1)[C@@H:15]1[O:38][C@H:28]([CH2:29][O:30][Si:31]([C:34]([CH3:35])([CH3:37])[CH3:36])([CH3:32])[CH3:33])[C@@H:17]([C:43](=[O:45])[CH:44]=[CH:82][CH2:78][CH3:81])[CH2:16]1)(=[O:8])[C:2]1[CH:3]=[CH:4][CH:5]=[CH:6][CH:7]=1 |f:2.3,^1:63,67|. Procedure details: N6 -Benzoyl-5'-O-tert-butyldimethylsilyl-2,'3'-dideoxy-3'-ethylacrylyladenosine (Compound 10, Table III) was prepared by dissolving N6 -Benzoyl-5'-O-tert-butyldimethylsilyl-2'-deoxy-3'-O-phenoxythiocarbonyladenosine (50 mg, 0.08 mmole), cis-ethyl-3-tributylstannyl-2-propenoate (92 mg, 0.236 mmole) and hexamethylditin (13 mg, 0.04 mmole) in 2 ml toluene in a 40 ml Schlenk tube, and then adding 15 mg (0.11 mmole) azo-bis-isobutyronitrile to the mixture. The resulting mixture was freeze-pump-thaw d...